describe an organic reaction: reactants, conditions, products, and yield From a dataset of the Open Reaction Database (ORD), a public repository of structured organic reaction records. Reactants: C(CC(=O)C)(=O)OCC (ethyl acetoacetate), COC=1C=CC(=CC1)C=O (anisaldehyde), O=C[C@H](O)[C@@H](O)[C@H](O)[C@H](O)CO (glucose), OP(=O)(O)[O-].[K+] (KH2PO4), OP(=O)([O-])[O-].[K+].[K+] (K2HPO4), MgSO4.7H2O, NaNO3, FeSO4.7H2O, [Cl-].[K+] (KCl). The solvent is C(C)O (ethanol). Run at time 48 hour. Yields the product O[C@@H](CC(=O)OCC)C ((R)-ethyl 3-hydroxybutyrate). Yield: 68.9%. Reaction SMILES: O=C[C@@H]([C@H]([C@@H]([C@@H](CO)O)O)O)O.OP([O-])(O)=O.[K+].OP([O-])([O-])=O.[K+].[K+].[Cl-].[K+].[C:28]([O:34][CH2:35][CH3:36])(=[O:33])[CH2:29][C:30]([CH3:32])=[O:31].COC1C=CC(C=O)=CC=1>C(O)C>[OH:31][C@H:30]([CH3:32])[CH2:29][C:28]([O:34][CH2:35][CH3:36])=[O:33] |f:1.2,3.4.5,6.7|. Reported procedure: Geotrichum candidum (ATCC 34614) is cultured according to the method of Buisson and Azerad (Tet. Lett. 27, 2631-2634 (1986), herein incorporated by reference) in one liter of a medium of glucose (30 grams), KH2PO4 (1 gram), K2HPO4 (2 grams), corn steep liquor (10 grams) MgSO4.7H2O (0.5 gram), NaNO3 (2 grams), FeSO4.7H2O (0.02 gram), and KCl (0.5 gram) with rotary shaking at 25° C. Two grams of ethyl acetoacetate are dissolved in 2 ml of 95% ethanol, the resulting solution is added to the culture... Procedure: This compound was prepared according to Example 17, but starting from the compound prepared in Example 2, rather than that prepared in Example 1. m.p. 257°-258° C. (ethanol). Starting materials: Cl.CC1=C(C=CC=C1)N1CCN(CC1)CC(=O)C1=CC=CC=2C(C(=C(OC21)C2=CC=CC=C2)C)=O (8-{2-[4-(2-Methylphenyl)-1-piperazinyl]-1-oxoethyl}-3-methyl-4-oxo-2-phenyl-4H-1-benzopyran hydrochloride). Yields the product Cl.OC(CN1CCN(CC1)C1=C(C=CC=C1)C)C1=CC=CC=2C(C(=C(OC21)C2=CC=CC=C2)C)=O (8-{1-Hydroxy-2-[4-(2-methylphenyl)-1-piperazinyl]-ethyl}-3-methyl-4-oxo-2-phenyl-4H-1-benzopyran hydrochloride). Reaction SMILES: [ClH:1].[CH3:2][C:3]1[CH:8]=[CH:7][CH:6]=[CH:5][C:4]=1[N:9]1[CH2:14][CH2:13][N:12]([CH2:15][C:16]([C:18]2[C:27]3[O:26][C:25]([C:28]4[CH:33]=[CH:32][CH:31]=[CH:30][CH:29]=4)=[C:24]([CH3:34])[C:23](=[O:35])[C:22]=3[CH:21]=[CH:20][CH:19]=2)=[O:17])[CH2:11][CH2:10]1>C(O)C>[ClH:1].[OH:17][CH:16]([C:18]1[C:27]2[O:26][C:25]([C:28]3[CH:29]=[CH:30][CH:31]=[CH:32][CH:33]=3)=[C:24]([CH3:34])[C:23](=[O:35])[C:22]=2[CH:21]=[CH:20][CH:19]=1)[CH2:15][N:12]1[CH2:13][CH2:14][N:9]([C:4]2[CH:5]=[CH:6][CH:7]=[CH:8][C:3]=2[CH3:2])[CH2:10][CH2:11]1 |f:0.1,3.4|. The solvent is C(C)O (ethanol). Reactants: NN1CCOCC1 (4-aminomorpholine), C[C@@]12CCN([C@@H]1N(C3=C2C=C(C=C3)O)C)C (Eseroline), C(=O)(N1C=NC=C1)N1C=NC=C1 (1,1'-carbonyldiimidazole), N1C=NC=C1 (imidazole). Solvent: O1CCCC1 (THF), O1CCCC1 (tetrahydrofuran). Reaction conditions: time 5 hour. The product is N1(CCOCC1)NC(OC=1C=C2[C@]3([C@@H](N(C2=CC1)C)N(CC3)C)C)=O ((3aS-cis)-1,2,3,3a,8,8a-hexahydro-1,3a,8-trimethylpyrrolo[2,3-b]indol-5-yl 4-morpholinylcarbamate). The yield is 12.6%. Reaction SMILES: [CH3:1][C@:2]12[C:9]3[CH:10]=[C:11]([OH:14])[CH:12]=[CH:13][C:8]=3[N:7]([CH3:15])[C@H:6]1[N:5]([CH3:16])[CH2:4][CH2:3]2.[C:17](N1C=CN=C1)(N1C=CN=C1)=[O:18].N1C=CN=C1.[NH2:34][N:35]1[CH2:40][CH2:39][O:38][CH2:37][CH2:36]1>O1CCCC1>[N:35]1([NH:34][C:17](=[O:18])[O:14][C:11]2[CH:10]=[C:9]3[C:8](=[CH:13][CH:12]=2)[N:7]([CH3:15])[C@H:6]2[N:5]([CH3:16])[CH2:4][CH2:3][C@@:2]32[CH3:1])[CH2:40][CH2:39][O:38][CH2:37][CH2:36]1. Reported procedure: Eseroline (3 g) and 1,1'-carbonyldiimidazole (2.3 g) were heated in 150 ml dry tetrahydrofuran (THF) at reflux under nitrogen for one hour. After cooling to +5° C., 0.5 g imidazole was added and a solution of 4-aminomorpholine (3 g) in 30 ml dry THF was dropped into the mixture within 30 minutes. When the addition was complete the mixture was warmed to room temperature and stirred for five hours and thereafter stored in a refrigerator overnight. The THF was evaporated and the oily residue purifi... Reactants: COC(=O)CC1c2cccc(F)c2N=C(N2CCN(c3cccc(OC)c3)CC2)N1c1cc(C(F)(F)F)ccc1OC, [Na+], C1COCCO1, [OH-]. The product is COc1cccc(N2CCN(C3=Nc4c(F)cccc4C(CC(=O)O)N3c3cc(C(F)(F)F)ccc3OC)CC2)c1. As a reaction SMILES: [F:3][c:4]1[cH:5][cH:6][cH:7][c:8]2[c:13]1[N:12]=[C:11]([N:14]1[CH2:15][CH2:16][N:17]([c:20]3[cH:21][c:22]([O:26][CH3:27])[cH:23][cH:24][cH:25]3)[CH2:18][CH2:19]1)[N:10]([c:28]1[c:29]([O:38][CH3:39])[cH:30][cH:31][c:32]([C:34]([F:35])([F:36])[F:37])[cH:33]1)[CH:9]2[CH2:40][C:41](=[O:42])[O:43][CH3:44].[Na+:2].[O:45]1[CH2:46][CH2:47][O:48][CH2:49][CH2:50]1.[OH-:1]>>[F:3][c:4]1[cH:5][cH:6][cH:7][c:8]2[c:13]1[N:12]=[C:11]([N:14]1[CH2:15][CH2:16][N:17]([c:20]3[cH:21][c:22]([O:26][CH3:27])[cH:23][cH:24][cH:25]3)[CH2:18][CH2:19]1)[N:10]([c:28]1[c:29]([O:38][CH3:39])[cH:30][cH:31][c:32]([C:34]([F:35])([F:36])[F:37])[cH:33]1)[CH:9]2[CH2:40][C:41](=[O:42])[OH:43].